This data is from the Open Reaction Database (ORD), a public repository of structured organic reaction records. The task is: describe an organic reaction: reactants, conditions, products, and yield Reactants: CC=1C=C(C=O)C=C(C1)C (3,5-dimethylbenzaldehyde), OC1=CC=C(C=C1)CC(=O)O (4-hydroxyphenylacetic acid), C(C)(=O)[O-].[K+] (potassium acetate), C(C)(=O)OC(C)=O (acetic anhydride). The solvent is O (water). Reaction conditions: time 1.5 hour. The product is CC=1C=C(C=C(C1)C)C=C(C(=O)O)C1=CC=C(C=C1)O (3-(3,5-Dimethylphenyl)-2-(4-hydroxyphenyl)-acrylic acid). Yield: 41.2%. As a reaction SMILES: [CH3:1][C:2]1[CH:3]=[C:4]([CH:7]=[C:8]([CH3:10])[CH:9]=1)[CH:5]=O.[OH:11][C:12]1[CH:17]=[CH:16][C:15]([CH2:18][C:19]([OH:21])=[O:20])=[CH:14][CH:13]=1.C([O-])(=O)C.[K+].C(OC(=O)C)(=O)C>O>[CH3:1][C:2]1[CH:3]=[C:4]([CH:5]=[C:18]([C:15]2[CH:16]=[CH:17][C:12]([OH:11])=[CH:13][CH:14]=2)[C:19]([OH:21])=[O:20])[CH:7]=[C:8]([CH3:10])[CH:9]=1 |f:2.3|. Procedure details: To a mixture of 43 (3.23 g, 24 mmol), 4-hydroxyphenylacetic acid (3.66 g, 24 mmol) and potassium acetate (2.83 g, 28 mmol) was added acetic anhydride (100 mL). The mixture was heated to reflux for 4 h, cooled to room temperature, and then poured over water (400 mL). After stirring for 1.5 h, a solid gum settled to the bottom and the supernatant was decanted. To the residue was added THF (100 mL) and 1N NaOH (150 mL) and the mixture was stirred for 30 min. The mixture was acidified with 1N HCl (2... Starting materials: I(=O)(=O)(=O)[O-].[Na+] (Sodium periodate), BrC=1C=CC(=C(C1)SC)[N+](=O)[O-] ((5-bromo-2-nitrophenyl)(methyl)sulfane), CO.O1CCCC1 (methanol tetrahydrofuran). The solvent is O (water), C(C)OCC (ethyl ether). Run at time 1 hour. The product is BrC1=CC(=C(C=C1)[N+](=O)[O-])S(=O)C (4-bromo-2-(methylsulfinyl)-1-nitrobenzene). RXN SMILES: I([O-])(=O)(=O)=O.[Na+].[Br:7][C:8]1[CH:9]=[CH:10][C:11]([N+:16]([O-:18])=[O:17])=[C:12]([S:14][CH3:15])[CH:13]=1.CO.[O:21]1CCCC1>O.C(OCC)C>[Br:7][C:8]1[CH:9]=[CH:10][C:11]([N+:16]([O-:18])=[O:17])=[C:12]([S:14]([CH3:15])=[O:21])[CH:13]=1 |f:0.1,3.4|. Reported procedure: Sodium periodate (4.2 g, 16.34 mmol) in water (8 mL) was added to the solution of the product of Example 14A (4.01 g, 16.34 mmol) in 2/1 methanol/tetrahydrofuran (60 mL) and the mixture stirred for 1 hour. The mixture was diluted with ethyl ether, washed with water and saturated aqueous sodium bicarbonate, dried over sodium sulfate, filtered and concentrated. The residue was purified by flash chromatography on silica gel (200-300 mesh) eluting with 3/1 ether/ethyl acetate to provide the title co...